Dataset: the Open Reaction Database (ORD), a public repository of structured organic reaction records. Task: describe an organic reaction: reactants, conditions, products, and yield Isolated yield 45.1%. Solvent: O1CCCC1 (tetrahydrofuran). Reactants: CC(=O)C (Acetone), C(C)(=O)C1=CNC2=C3C(=CC=C12)OCC3 (3-acetyl-7,8-dihydrofuro[2,3-g]indole), resultant mixture, B (borane). Reaction SMILES: [C:1]([C:4]1[C:12]2[C:7](=[C:8]3[CH2:15][CH2:14][O:13][C:9]3=[CH:10][CH:11]=2)[NH:6][CH:5]=1)(=O)[CH3:2].B.CC(C)=O>O1CCCC1>[CH2:1]([C:4]1[C:12]2[C:7](=[C:8]3[CH2:15][CH2:14][O:13][C:9]3=[CH:10][CH:11]=2)[NH:6][CH:5]=1)[CH3:2]. Procedure details: To a stirred mixture of 3-acetyl-7,8-dihydrofuro[2,3-g]indole (721 mg, 3.58 mmol) in tetrahydrofuran (25 mL) under an atmosphere of Ar at ambient temperature was added, over 5 min, borane (1.0 M in THF; 18 mL, 18 mmol). The resultant mixture was stirred at ambient temperature for 30 min, then heated to reflux for 2 h before cooling to room temperature. Acetone (25 mL) was added and the mixture was heated to reflux for a further 30 min. The mixture was cooled to room temperature then all solvent ... Yields the product C(C)C1=CNC2=C3C(=CC=C12)OCC3 (3-Ethyl-7,8-dihydrofuro[2,3-g]indole). The reactants are BrC1=CC(=C(N)C=C1)F (4-bromo-2-fluoroaniline), C(C)(=O)O (acetic acid), N(=O)[O-].[Na+] (sodium nitrite), resultant solution, Cl (hydrochloric acid). Reagents/catalysts: [Fe] (iron). Solvent: C1=CC=CC=C1 (benzene), C1=CC=CC=C1 (benzene), O (water), CO (methanol). Reaction conditions: temperature 65 celsius, time 12 hour. Product: BrC1=CC(=C(C=C1)C1=CC=CC=C1)F (4-bromo-2-fluorobiphenyl). Yield: 102.9%. RXN SMILES: [Br:1][C:2]1[CH:8]=[CH:7][C:5](N)=[C:4]([F:9])[CH:3]=1.[C:10](O)(=O)[CH3:11].N([O-])=O.[Na+].Cl>C1C=CC=CC=1.[Fe].CO.O>[Br:1][C:2]1[CH:8]=[CH:7][C:5]([C:11]2[CH:10]=[CH:4][CH:3]=[CH:2][CH:8]=2)=[C:4]([F:9])[CH:3]=1 |f:2.3|. Procedure details: A solution of 96 grams (0.50 mole) of crude 4-bromo-2-fluoroaniline and 60.0 grams (1.0 mole) of glacial acetic acid in 100 ml of benzene is added dropwise over 7 hours to a mixture of 69.0 grams (1.0 mole) of sodium nitrite, 69 ml water, and 700 ml of benzene kept at 65° C. The mixture is then allowed to stir at 65° C. overnight (12 hours) under a nitrogen atmosphere. The cooled mixture is washed twice with 400 ml of 1 N hydrochloric acid, then heated under reflux overnight (13 hours) with 20 g... Reactants: O=[O+][O-] (ozone), O=[O+][O-] (ozone), CC(CC=C(CO[C@@H]1CC[C@H](CC1)N1C(C2=CC=CC=C2C1=O)=O)C1=CC=CC=C1)C (trans-2-[4-(5-methyl-2-phenyl-hex-2-enyloxy)-cyclohexyl]-isoindole-1,3-dione). The solvent is ClCCl (dichloromethane). Product: O=C(CO[C@@H]1CC[C@H](CC1)N1C(C2=CC=CC=C2C1=O)=O)C1=CC=CC=C1 (trans-2-[4-(2-Oxo-2-phenyl-ethoxy)-cyclohexyl]-isoindole-1,3-dione). As a reaction SMILES: CC(C)CC=[C:5]([C:25]1[CH:30]=[CH:29][CH:28]=[CH:27][CH:26]=1)[CH2:6][O:7][C@H:8]1[CH2:13][CH2:12][C@H:11]([N:14]2[C:22](=[O:23])[C:21]3[C:16](=[CH:17][CH:18]=[CH:19][CH:20]=3)[C:15]2=[O:24])[CH2:10][CH2:9]1.[O:32]=[O+][O-]>ClCCl>[O:32]=[C:5]([C:25]1[CH:30]=[CH:29][CH:28]=[CH:27][CH:26]=1)[CH2:6][O:7][C@H:8]1[CH2:13][CH2:12][C@H:11]([N:14]2[C:22](=[O:23])[C:21]3[C:16](=[CH:17][CH:18]=[CH:19][CH:20]=3)[C:15]2=[O:24])[CH2:10][CH2:9]1. Procedure details: To a stirred solution of 2 g of trans-2-[4-(5-methyl-2-phenyl-hex-2-enyloxy)-cyclohexyl]-isoindole-1,3-dione in 100 mL of dichloromethane cooled to −78° C. was dispersed a stream of ozone from an ozone generator until a blue color persisted. The excess ozone was purged with nitrogen until the blue color dissipated, and 5 mL of methyl sulfide was added. After warming to room temperature over 30 min, the solution was concentrated under reduced pressure. Chromatography over silica gel eluting with ... Reactants: O (water), BrC1=CC=C(C(=N1)F)OC (6-bromo-2-fluoro-3-methoxy-pyridine), N1C[C@H](CCC1)NC(OC(C)(C)C)=O (tert-butyl N-[(3S)-3-piperidyl]carbamate), CN1CCOCC1 (N-Methylmorpholine). Conditions: temperature 120 celsius. The solvent is CN1C(CCC1)=O (1-methyl-2-pyrrolidinone). RXN SMILES: [Br:1][C:2]1[N:7]=[C:6](F)[C:5]([O:9][CH3:10])=[CH:4][CH:3]=1.[NH:11]1[CH2:16][CH2:15][CH2:14][C@H:13]([NH:17][C:18](=[O:24])[O:19][C:20]([CH3:23])([CH3:22])[CH3:21])[CH2:12]1.CN1CCOCC1.O>CN1CCCC1=O>[Br:1][C:2]1[N:7]=[C:6]([N:11]2[CH2:16][CH2:15][CH2:14][C@H:13]([NH:17][C:18](=[O:24])[O:19][C:20]([CH3:22])([CH3:21])[CH3:23])[CH2:12]2)[C:5]([O:9][CH3:10])=[CH:4][CH:3]=1. Product: BrC1=CC=C(C(=N1)N1C[C@H](CCC1)NC(OC(C)(C)C)=O)OC (tert-butyl N-[(3S)-1-(6-bromo-3-methoxy-2-pyridyl)-3-piperidyl]carbamate). Yield: 94.8%. Reported procedure: A mixture of 6-bromo-2-fluoro-3-methoxy-pyridine (2.030 mmol; 418.1 mg), tert-butyl N-[(3S)-3-piperidyl]carbamate (3.044 mmol; 609.7 mg), and N-Methylmorpholine (6.089 mmol; 622 mg; 0.676 mL) in 1-methyl-2-pyrrolidinone (5 mL) in a sealed pressure vial was heated at 120° C. overnight. The mixture was poured into water, and extracted with EtOAc. The organic layer was concentrated. The residue was purified on silica eluted with 0 to 40% EtOAc in Heptane to afford tert-butyl N-[(3S)-1-(6-bromo-3-me... Reactants: NCCCCCCN (1,6-diaminohexane), C1(CCCO1)=O (γ-butyrolactone). The product is N1(C(CCC1)=O)CCCCCCN1C(CCC1)=O (1,6-Bis-(1-azacyclopentan-2-onyl)hexane). As a reaction SMILES: [NH2:1][CH2:2][CH2:3][CH2:4][CH2:5][CH2:6][CH2:7][NH2:8].[C:9]1(=[O:14])O[CH2:12][CH2:11][CH2:10]1>>[N:1]1([CH2:2][CH2:3][CH2:4][CH2:5][CH2:6][CH2:7][N:8]2[CH2:12][CH2:11][CH2:10][C:9]2=[O:14])[CH2:12][CH2:11][CH2:10][C:9]1=[O:14]. Reported procedure: 11.62 g (0.1 M) of 1,6-diaminohexane and 21.66 g (0.25 M) of γ-butyrolactone were mixed and heated to 150°-165° for 22 hours. Excess γ-butyrolactone was then distilled off at reduced pressure (80°/2 mm). The light brown residue was poured into a crystallization dish where it immediately solidified. The solid was taken in chloroform, powdered, filtered and the tan powder was washed with chloroform. Yield 22.0 g (87%); melting point 101°-103°. Reactants: OCC=1C=C(CC(C(=O)OC)C(=O)OC)C=CC1 (dimethyl 2-[3-(hydroxymethyl)benzyl]malonate), C1(=CC=C(C=C1)N=C=O)C (p-tolylisocyanate). The product is C1(=CC=C(C=C1)NC(=O)OCC=1C=C(CC(C(=O)OC)C(=O)OC)C=CC1)C (Dimethyl 2-(3-{[(4-toluidinocarbonyl)oxy]-methyl}benzyl)malonate). Reaction SMILES: [OH:1][CH2:2][C:3]1[CH:4]=[C:5]([CH:16]=[CH:17][CH:18]=1)[CH2:6][CH:7]([C:12]([O:14][CH3:15])=[O:13])[C:8]([O:10][CH3:11])=[O:9].[C:19]1([CH3:28])[CH:24]=[CH:23][C:22]([N:25]=[C:26]=[O:27])=[CH:21][CH:20]=1>>[C:19]1([CH3:28])[CH:24]=[CH:23][C:22]([NH:25][C:26]([O:1][CH2:2][C:3]2[CH:4]=[C:5]([CH:16]=[CH:17][CH:18]=2)[CH2:6][CH:7]([C:8]([O:10][CH3:11])=[O:9])[C:12]([O:14][CH3:15])=[O:13])=[O:27])=[CH:21][CH:20]=1. Procedure: Using dimethyl 2-[3-(hydroxymethyl)benzyl]malonate and p-tolylisocyanate, the title compound was obtained in the same manner as described in Example 192b).